From a dataset of the Open Reaction Database (ORD), a public repository of structured organic reaction records. describe an organic reaction: reactants, conditions, products, and yield Reactants: COC(=O)C1=C(C)NC(C)=C(C(=O)OCCCCCCN)C1c1cccc(C(F)(F)F)c1, CO, c1ccc(OCC2CO2)cc1. Product: COC(=O)C1=C(C)NC(C)=C(C(=O)OCCCCCCNCC(O)COc2ccccc2)C1c1cccc(C(F)(F)F)c1. RXN SMILES: [CH3:1][C:2]1=[C:7]([C:8](=[O:9])[O:10][CH2:11][CH2:12][CH2:13][CH2:14][CH2:15][CH2:16][NH2:17])[CH:6]([c:18]2[cH:19][c:20]([C:24]([F:25])([F:26])[F:27])[cH:21][cH:22][cH:23]2)[C:5]([C:28](=[O:29])[O:30][CH3:31])=[C:4]([CH3:32])[NH:3]1.[CH3:44][OH:45].[c:33]1([O:39][CH2:40][CH:41]2[CH2:42][O:43]2)[cH:34][cH:35][cH:36][cH:37][cH:38]1>>[CH3:1][C:2]1=[C:7]([C:8](=[O:9])[O:10][CH2:11][CH2:12][CH2:13][CH2:14][CH2:15][CH2:16][NH:17][CH2:42][CH:41]([CH2:40][O:39][c:33]2[cH:34][cH:35][cH:36][cH:37][cH:38]2)[OH:43])[CH:6]([c:18]2[cH:19][c:20]([C:24]([F:25])([F:26])[F:27])[cH:21][cH:22][cH:23]2)[C:5]([C:28](=[O:29])[O:30][CH3:31])=[C:4]([CH3:32])[NH:3]1. Starting materials: C([O-])([O-])=O.[K+].[K+] (potassium carbonate), BrC1=NC=C(C=C1C)[N+](=O)[O-] (2-bromo-3-methyl-5-nitropyridine), C(C)(C)O (isopropanol), O (water). The reagents and catalysts are [Fe] (iron). The solvent is C(C)(=O)O (acetic acid). Conditions: temperature 80 celsius, time 3.5 hour. The product is NC=1C=C(C(=NC1)Br)C (5-amino-2-bromo-3-methylpyridine). Yield: 77.2%. Reaction SMILES: [Br:1][C:2]1[C:7]([CH3:8])=[CH:6][C:5]([N+:9]([O-])=O)=[CH:4][N:3]=1.C(O)(C)C.O.C(=O)([O-])[O-].[K+].[K+]>[Fe].C(O)(=O)C>[NH2:9][C:5]1[CH:6]=[C:7]([CH3:8])[C:2]([Br:1])=[N:3][CH:4]=1 |f:3.4.5|. Procedure details: To a suspension of 2-bromo-3-methyl-5-nitropyridine (10.01 g), isopropanol (130 ml), water (26 ml) and iron (12.9 g) was added acetic acid (5.27 ml), and stirred at 80° C. for 3.5 hours. To the reaction solution was added potassium carbonate (13.37 g), filtered through Celite, then extracted with ethyl acetate, washed with saturated brine, dried over anhydrous sodium sulfate, and the solvent was evaporated in vacuo. The precipitated solid was collected by filtration to give 5-amino-2-bromo-3-met... Starting materials: C(C1=CC=CC=C1)OC1=CC(=CC2=C1N(C=N2)C)C2=CC(=C(C=C2)OC)OC (7-(benzyloxy)-5-(3,4-dimethoxyphenyl)-1-methyl-1H-benzo[d]imidazole). Reagents/catalysts: [Pd] (Pd/C), [Pd] (Pd/C). Run in C(C)O (ethanol), C(C)O (ethanol). Reaction conditions: time 8 hour. Product: COC=1C=C(C=CC1OC)C1=CC2=C(N(C=N2)C)C(=C1)O (5-(3,4-dimethoxyphenyl)-1-methyl-1H-benzo[d]imidazol-7-ol). RXN SMILES: C([O:8][C:9]1[C:14]2[N:15]([CH3:18])[CH:16]=[N:17][C:13]=2[CH:12]=[C:11]([C:19]2[CH:24]=[CH:23][C:22]([O:25][CH3:26])=[C:21]([O:27][CH3:28])[CH:20]=2)[CH:10]=1)C1C=CC=CC=1>C(O)C.[Pd]>[CH3:28][O:27][C:21]1[CH:20]=[C:19]([C:11]2[CH:10]=[C:9]([OH:8])[C:14]3[N:15]([CH3:18])[CH:16]=[N:17][C:13]=3[CH:12]=2)[CH:24]=[CH:23][C:22]=1[O:25][CH3:26]. Procedure details: To a solution of 7-(benzyloxy)-5-(3,4-dimethoxyphenyl)-1-methyl-1H-benzo[d]imidazole 2.52 (106 mg) in ethanol (4 mL) was added Pd/C (10% wet). The mixture was stirred at 1 atm H2 overnight. LCMS showed some starting material was still remaining, another 50 mg of Pd/C (10% wet) was added and after 1 h under H2 (balloon), the reaction mixture was diluted with ethanol and filtered through celite and washed with ethanol. The filtrate was then concentrated and purified by flash chromatography (SiO2, ... Reactants: Cc1nc2ccsc2s1, O=c1n(Cl)c(=O)n(Cl)c(=O)n1Cl, ClCCl. Yields the product Cc1nc2c(Cl)csc2s1. As a reaction SMILES: [CH3:1][c:2]1[s:3][c:4]2[c:5]([n:6]1)[cH:7][cH:8][s:9]2.[Cl:10][n:11]1[c:12](=[O:13])[n:14]([Cl:15])[c:16](=[O:17])[n:18]([Cl:19])[c:20]1=[O:21].[Cl:22][CH2:23][Cl:24]>>[CH3:1][c:2]1[s:3][c:4]2[c:5]([n:6]1)[c:7]([Cl:10])[cH:8][s:9]2. Starting materials: CO.C(Cl)(Cl)Cl (methanol chloroform), BrCCC=1C=CC=2C(=NON2)C1 (5-(2-bromoethyl)benzofurazan), Br.CNCCOC=1C=CC=2C(=NON2)C1 (5-(2-methylaminoethoxy)benzofurazan hydrobromide), C([O-])(O)=O.[Na+] (sodium bicarbonate), [I-].[Li+] (lithium iodide). Run in CCCCCC (hexane), C(C)O (ethanol). Yields the product Cl.N1=C2C(=NO1)C=C(C=C2)CCN(C)CCOC=2C=CC=1C(=NON1)C2 (1-(benzofurazan-5-yl)-2-{N-[2-(benzofurazan-5-oxy)ethyl]-N-methylamino}ethane, hydrochloride). Yield: 23.0%. Reaction SMILES: Br[CH2:2][CH2:3][C:4]1[CH:5]=[CH:6][C:7]2[C:8]([CH:12]=1)=[N:9][O:10][N:11]=2.Br.[CH3:14][NH:15][CH2:16][CH2:17][O:18][C:19]1[CH:20]=[CH:21][C:22]2[C:23]([CH:27]=1)=[N:24][O:25][N:26]=2.C(=O)(O)[O-].[Na+].[I-].[Li+].CO.C(Cl)(Cl)[Cl:38]>C(O)C.CCCCCC>[ClH:38].[N:11]1[O:10][N:9]=[C:8]2[CH:12]=[C:4]([CH2:3][CH2:2][N:15]([CH2:16][CH2:17][O:18][C:19]3[CH:20]=[CH:21][C:22]4[C:23]([CH:27]=3)=[N:24][O:25][N:26]=4)[CH3:14])[CH:5]=[CH:6][C:7]=12 |f:1.2,3.4,5.6,7.8,11.12|. Reported procedure: A suspension of 5-(2-bromoethyl)benzofurazan (245 mg, 1.08 mmol), 5-(2-methylaminoethoxy)benzofurazan hydrobromide (100 mg, 0.36 mmol), sodium bicarbonate (134 mg, 1.6 mmol) and lithium iodide (2 mg) in ethanol (7.0 ml) was heated at reflux temperature overnight. The reaction mixture was concentrated under reduced pressure and saturated sodium bicarbonate solution added. Extraction with methylene chloride, drying and solvent evaporation gave an oil. Flash chromatography (silica gel, methanol-chl... Reactants: Brc1ccccc1, O=C1CCC2(CC1)OCCO2. Product: OC1(c2ccccc2)CCC2(CC1)OCCO2. Reaction SMILES: [Br:1][c:2]1[cH:3][cH:4][cH:5][cH:6][cH:7]1.[O:8]1[CH2:9][CH2:10][O:11][C:12]12[CH2:13][CH2:14][C:15](=[O:18])[CH2:16][CH2:17]2>>[c:2]1([C:15]2([OH:18])[CH2:14][CH2:13][C:12]3([O:8][CH2:9][CH2:10][O:11]3)[CH2:17][CH2:16]2)[cH:3][cH:4][cH:5][cH:6][cH:7]1. Starting materials: CC(C)(C)OC(=O)N1CCc2ccc(N)cc2C1, C1CCOC1, CCO, O=[N+]([O-])c1cnc(Cl)cc1Cl, [Na+], O=C([O-])O. Reaction SMILES: [C:1]([CH3:2])([CH3:3])([CH3:4])[O:5][C:6](=[O:7])[N:8]1[CH2:9][c:10]2[cH:11][c:12]([NH2:18])[cH:13][cH:14][c:15]2[CH2:16][CH2:17]1.[CH2:38]1[O:39][CH2:40][CH2:41][CH2:42]1.[CH3:35][CH2:36][OH:37].[Cl:24][c:25]1[n:26][cH:27][c:28]([N+:32](=[O:33])[O-:34])[c:29]([Cl:31])[cH:30]1.[Na+:23].[O-:19][C:20]([OH:21])=[O:22]>>[C:1]([CH3:2])([CH3:3])([CH3:4])[O:5][C:6](=[O:7])[N:8]1[CH2:9][c:10]2[cH:11][c:12]([NH:18][c:29]3[c:28]([N+:32](=[O:33])[O-:34])[cH:27][n:26][c:25]([Cl:24])[cH:30]3)[cH:13][cH:14][c:15]2[CH2:16][CH2:17]1. The product is CC(C)(C)OC(=O)N1CCc2ccc(Nc3cc(Cl)ncc3[N+](=O)[O-])cc2C1. Starting materials: C (charcoal), N(=[N+]=[N-])[C@]1([C@H](C[C@@H](O1)N1C(=O)NC(=O)C(C)=C1)O)CO (4'-azidothymidine), C([O-])(O)=O.[Na+] (sodium bicarbonate), P(=O)(OP(=O)(Cl)Cl)(Cl)Cl (pyrophosphoryl chloride). Run in C(C)(=O)OCC (ethyl acetate). Conditions: temperature 0 celsius, time 4 hour. Yields the product [Na+].[Na+].P(=O)([O-])([O-])OC[C@@]1([C@H](C[C@@H](O1)N1C(=O)NC(=O)C(C)=C1)O)N=[N+]=[N-] (4'-Azidothymidine 5'-Monophosphate Disodium Salt). RXN SMILES: [N:1]([C@:4]1([CH2:19][OH:20])[O:8][C@@H:7]([N:9]2[CH:17]=[C:15]([CH3:16])[C:13](=[O:14])[NH:12][C:10]2=[O:11])[CH2:6][C@@H:5]1[OH:18])=[N+:2]=[N-:3].P(Cl)(Cl)([O:23][P:24](Cl)(Cl)=[O:25])=O.C(=O)(O)[O-:31].[Na+:34].C>C(OCC)(=O)C>[Na+:34].[Na+:34].[P:24]([O:20][CH2:19][C@@:4]1([N:1]=[N+:2]=[N-:3])[O:8][C@@H:7]([N:9]2[CH:17]=[C:15]([CH3:16])[C:13](=[O:14])[NH:12][C:10]2=[O:11])[CH2:6][C@@H:5]1[OH:18])([O-:23])([O-:31])=[O:25] |f:2.3,6.7.8|. Procedure: To a suspension of 4'-azidothymidine (0.20 g, 0.71 mM) in ethyl acetate (12 mL) cooled to 0° C. was added pyrophosphoryl chloride (0.5 mL, 3.7 mM). After stirring for 4 hours at 0° C., the solution was neutralized (pH 6 to 7) by the addition of saturated aqueous sodium bicarbonate. The organic phase was discarded, and the aqueous phase was stirred for 20 minutes with activated, 14-60 mesh, charcoal. The charcoal mixture was filtered and the charcoal rinsed with water (200 mL). All filtrates and ... Starting materials: FC[C@H]1N=C(O[C@@H]1C1=CC=C(C=C1)S(=O)(=O)CF)C1=CC=CC=C1 ((4S,5R)-4-(Fluoromethyl)-5-{4-[(fluoromethyl)sulfonyl]phenyl}-2-phenyl-4,5-dihydro-1,3-oxazole), Cl (HCl), C(C)(=O)OCC (ethyl acetate), hexanes ethyl acetate. Run in ClCCl (dichloromethane). Yields the product N[C@@H]([C@H](O)C1=CC=C(C=C1)S(=O)(=O)CF)CF ((1R,2S)-2-Amino-3-fluoro-1-{4-[(fluoromethyl)sulfonyl]phenyl}propan-1-ol). Yield: 90.0%. Reaction SMILES: [F:1][CH2:2][C@@H:3]1[C@@H:7]([C:8]2[CH:13]=[CH:12][C:11]([S:14]([CH2:17][F:18])(=[O:16])=[O:15])=[CH:10][CH:9]=2)[O:6]C(C2C=CC=CC=2)=[N:4]1.Cl.C(OCC)(=O)C>ClCCl>[NH2:4][C@H:3]([CH2:2][F:1])[C@@H:7]([C:8]1[CH:9]=[CH:10][C:11]([S:14]([CH2:17][F:18])(=[O:16])=[O:15])=[CH:12][CH:13]=1)[OH:6]. Procedure: A solution of sulfone 22 (1.47 g, 4.19 mmol) in dichloromethane (50 mL) was mixed with 6N HCl (40 mL). Dichloromethane was distilled out and the resulting white suspension was stirred at reflux for 14 hours. It was cooled to room temperature and treated with aqueous NaHCO3 to pH=8˜9. Extraction with dichloromethane (3×50 mL) afforded an oil residue which was subjected to flash chromatography (SiO2, hexanes/ethyl acetate=2:1 to ethyl acetate 100%) to provide 1.0 g of the desired product, as a lig...